From a dataset of the Open Reaction Database (ORD), a public repository of structured organic reaction records. describe an organic reaction: reactants, conditions, products, and yield Reactants: CCOC(=O)c1nc(-c2ccccc2Cl)[nH]c1C, CCO. Product: Cc1[nH]c(-c2ccccc2Cl)nc1C(=O)O. RXN SMILES: [CH2:1]([CH3:2])[O:3][C:4](=[O:5])[c:6]1[n:7][c:8](-[c:12]2[c:13]([Cl:18])[cH:14][cH:15][cH:16][cH:17]2)[nH:9][c:10]1[CH3:11].[CH3:19][CH2:20][OH:21]>>[O:3]=[C:4]([OH:5])[c:6]1[n:7][c:8](-[c:12]2[c:13]([Cl:18])[cH:14][cH:15][cH:16][cH:17]2)[nH:9][c:10]1[CH3:11]. The reactants are FC1=CC=C(C=C1)C1=CC=C(C=C1)C(C(C)C)(O)C=1N=CN(C1)C(C1=CC=CC=C1)(C1=CC=CC=C1)C1=CC=CC=C1 (1-(4′-fluoro[1,1′-biphenyl]-4-yl)-1-(1-trityl-1H-imidazol-4-yl)-2-methyl-1-propanol), Cl.N1=CC=CC=C1 (pyridine hydrochloride). The solvent is CO (methanol). The product is FC1=CC=C(C=C1)C1=CC=C(C=C1)C(C(C)C)(O)C=1N=CNC1 (1-(4′-fluoro[1,1′-biphenyl]-4-yl)-1-(1H-imidazol-4-yl)-2-methyl-1-propanol). The yield is 76.5%. Reaction SMILES: [F:1][C:2]1[CH:7]=[CH:6][C:5]([C:8]2[CH:13]=[CH:12][C:11]([C:14]([C:19]3[N:20]=[CH:21][N:22](C(C4C=CC=CC=4)(C4C=CC=CC=4)C4C=CC=CC=4)[CH:23]=3)([OH:18])[CH:15]([CH3:17])[CH3:16])=[CH:10][CH:9]=2)=[CH:4][CH:3]=1.Cl.N1C=CC=CC=1>CO>[F:1][C:2]1[CH:7]=[CH:6][C:5]([C:8]2[CH:9]=[CH:10][C:11]([C:14]([C:19]3[N:20]=[CH:21][NH:22][CH:23]=3)([OH:18])[CH:15]([CH3:17])[CH3:16])=[CH:12][CH:13]=2)=[CH:4][CH:3]=1 |f:1.2|. Procedure details: A solution (75 ml) of 1-(4′-fluoro[1,1′-biphenyl]-4-yl)-1-(1-trityl-1H-imidazol-4-yl)-2-methyl-1-propanol (3.12 g) and pyridine hydrochloride (1.11 g) in methanol was stirred at 60° C. for 3.5 h. The solvent was evaporated from the reaction mixture under reduced pressure and the residue was diluted with ethyl acetate. Saturated aqueous sodium hydrogen carbonate was added, and the mixture was extracted with ethyl acetate. The organic layer was washed with saturated brine and dried. The solvent wa... Starting materials: Cl.[N+](=O)([O-])C1=CC=C(C=C1)CC1CCCCC(N1)=N (hexahydro-7-[(4-nitrophenyl)methyl]-2H-azepin-2-imine, monohydrochloride), [H][H] (hydrogen). Reagents/catalysts: [Pd] (Palladium on carbon). The solvent is CCO (EtOH). The product is Cl.Cl.N=C1CCCCC(N1)CC1=CC=C(C=C1)N (4-[(hexahydro-7-imino-1H-azepin-2-yl)methyl]benzenamine, dihydrochloride). The yield is 176.1%. As a reaction SMILES: [ClH:1].[N+:2]([C:5]1[CH:10]=[CH:9][C:8]([CH2:11][CH:12]2[NH:18][C:17](=[NH:19])[CH2:16][CH2:15][CH2:14][CH2:13]2)=[CH:7][CH:6]=1)([O-])=O.[H][H]>CCO.[Pd]>[ClH:1].[ClH:1].[NH:19]=[C:17]1[NH:18][CH:12]([CH2:11][C:8]2[CH:7]=[CH:6][C:5]([NH2:2])=[CH:10][CH:9]=2)[CH2:13][CH2:14][CH2:15][CH2:16]1 |f:0.1,5.6.7|. Procedure: The product from Example 273 (0.55 g, 1.8 mmol) in 30 mL of EtOH was reduced with 5% Palladium on carbon under 5 psi of hydrogen. Solvent removal in vacuo followed by lyophilization in water gave 0.46 g (97%) of the title material. The reactants are CN, CCO, CSC(=C[N+](=O)[O-])NCc1ccc(Cl)nc1. Yields the product CNC(=C[N+](=O)[O-])NCc1ccc(Cl)nc1. As a reaction SMILES: [CH3:17][NH2:18].[CH3:19][CH2:20][OH:21].[Cl:1][c:2]1[cH:3][cH:4][c:5]([CH2:8][NH:9][C:10](=[CH:11][N+:12](=[O:13])[O-:14])[S:15][CH3:16])[cH:6][n:7]1>>[Cl:1][c:2]1[cH:3][cH:4][c:5]([CH2:8][NH:9][C:10](=[CH:11][N+:12](=[O:13])[O-:14])[NH:18][CH3:17])[cH:6][n:7]1. Reactants: C1(CCCC1)OC=1C=C(C=CC1OC)CCCO (3-(3-cyclopentoxy-4-methoxyphenyl)-1-propanol), C1(=CC=CC=C1)P(C1=CC=CC=C1)C1=CC=CC=C1 (triphenylphosphine), BrN1C(CCC1=O)=O (N-bromosuccinimide). Solvent: C(Cl)Cl (methylene chloride). Reaction conditions: temperature 0 celsius, time 1.5 hour. Product: C1(CCCC1)OC=1C=C(C=CC1OC)CCCBr (3-(3-Cyclopentoxy-4-methoxyphenyl)-1-propyl bromide). RXN SMILES: [CH:1]1([O:6][C:7]2[CH:8]=[C:9]([CH2:15][CH2:16][CH2:17]O)[CH:10]=[CH:11][C:12]=2[O:13][CH3:14])[CH2:5][CH2:4][CH2:3][CH2:2]1.C1(P(C2C=CC=CC=2)C2C=CC=CC=2)C=CC=CC=1.[Br:38]N1C(=O)CCC1=O>C(Cl)Cl>[CH:1]1([O:6][C:7]2[CH:8]=[C:9]([CH2:15][CH2:16][CH2:17][Br:38])[CH:10]=[CH:11][C:12]=2[O:13][CH3:14])[CH2:5][CH2:4][CH2:3][CH2:2]1. Reported procedure: To a stirred solution of 3.3 g (13.2 mmol) of 3-(3-cyclopentoxy-4-methoxyphenyl)-1-propanol in 75 mL of dry methylene chloride at 0° C. under a nitrogen atmosphere was added 4.3 g (16.4 mmol) of triphenylphosphine followed by a slow, portionwise addition of N-bromosuccinimide over a 5 minute period. The reaction mixture was stirred at 0° C. for 1.5 hours at the end of which time the mixture was quenched with excess methanol and stirred for an additional 10 minutes. Concentration of the mixture t... Reactants: C(C)OCCSC=1SC=C(N1)C=1C=NC=CC1 (2-[(2-ethoxyethyl)thio]-4-(3-pyridyl)thiazole), C(O)([O-])=O.[Na+] (sodium hydrogencarbonate), aqueous solution, OO (hydrogen peroxide). Reagents/catalysts: [O-][W](=O)(=O)[O-].[Na+].[Na+] (sodium tungstate). Solvent: C(C)(=O)O (acetic acid), O (water). Conditions: time 4 hour. Yields the product C(C)OCCS(=O)C=1SC=C(N1)C=1C=NC=CC1 (2-[(2-ethoxyethyl)sulfinyl]-4-(3-pyridyl)thiazole). The yield is 77.0%. RXN SMILES: [CH2:1]([O:3][CH2:4][CH2:5][S:6][C:7]1[S:8][CH:9]=[C:10]([C:12]2[CH:13]=[N:14][CH:15]=[CH:16][CH:17]=2)[N:11]=1)[CH3:2].OO.C(=O)([O-])[OH:21].[Na+]>C(O)(=O)C.O.[O-][W]([O-])(=O)=O.[Na+].[Na+]>[CH2:1]([O:3][CH2:4][CH2:5][S:6]([C:7]1[S:8][CH:9]=[C:10]([C:12]2[CH:13]=[N:14][CH:15]=[CH:16][CH:17]=2)[N:11]=1)=[O:21])[CH3:2] |f:2.3,6.7.8|. Procedure: Dissolved in 1.7 ml of acetic acid were 0.33 g (1.24 mmol) of the compound obtained in Example 1, and 0.15 ml (1.32 mmol) of a 30% aqueous solution of hydrogen peroxide and a catalytic amount of sodium tungstate were successively added to the solution, which was stirred at room temperature for 4 hours. The reaction solution was poured in 34 ml of water, neutralized with sodium hydrogencarbonate and extracted with 34 ml of chloroform. After separation of the chloroform layer, the organic layer wa... The product is C(C)(C)(C)OC(NCCCNC(CC=C)=O)=O (tert-butyl[3-(buta-3-enoylamino)propyl]carbamate). Starting materials: C(C)(=O)OC=C (vinyl acetate), NCCCNC(OC(C)(C)C)=O (tert-butyl N-(3-aminopropyl)carbamate), ON1N=NC2=C1C=CC=C2 (1-hydroxybenzotriazole), CCN=C=NCCCN(C)C (WSC). Reported procedure: To a chloroform solution (58 mL) of vinyl acetate (500 mg, 5.81 mmol) were added tert-butyl N-(3-aminopropyl)carbamate (2.02 g, 11.6 mmol), 1-hydroxybenzotriazole (0.86 g, 6.39 mmol) and WSC (1.56 g, 8.13 mmol), and the mixture was stirred overnight at room temperature. To the reaction solution was added water and the resulting mixture was extracted with chloroform. The organic layer was washed with a saturated aqueous solution of ammonium chloride and brine, and dried with anhydrous magnesium s... As a reaction SMILES: C([O:4][CH:5]=[CH2:6])(=O)C.[NH2:7][CH2:8][CH2:9][CH2:10][NH:11][C:12](=[O:18])[O:13][C:14]([CH3:17])([CH3:16])[CH3:15].ON1[C:24]2C=CC=C[C:23]=2N=N1.CCN=C=NCCCN(C)C>O.C(Cl)(Cl)Cl>[C:14]([O:13][C:12](=[O:18])[NH:11][CH2:10][CH2:9][CH2:8][NH:7][C:5](=[O:6])[CH2:4][CH:23]=[CH2:24])([CH3:15])([CH3:17])[CH3:16]. Isolated yield 93.8%. Solvent: C(Cl)(Cl)Cl (chloroform), O (water). Conditions: time 8 hour. Reactants: C([O-])([O-])=O (carbonate), Cl.N(N)C=1C(=NC=CC1)C (3-hydrazinyl-2-methylpyridine hydrochloride), C(C)OC=C(C#N)C#N (2-(Ethoxymethylene)malononitrile). Run in C(Cl)Cl (DCM), CO (MeOH). Conditions: time 6 hour. Yields the product NC1=C(C=NN1C=1C(=NC=CC1)C)C#N (5-amino-1-(2-methylpyridin-3-yl)-1H-pyrazole-4-carbonitrile). Yield: 46.4%. RXN SMILES: C(=O)([O-])[O-].Cl.[NH:6]([C:8]1[C:9]([CH3:14])=[N:10][CH:11]=[CH:12][CH:13]=1)[NH2:7].C(O[CH:18]=[C:19]([C:22]#[N:23])[C:20]#[N:21])C>C(Cl)Cl.CO>[NH2:23][C:22]1[N:6]([C:8]2[C:9]([CH3:14])=[N:10][CH:11]=[CH:12][CH:13]=2)[N:7]=[CH:18][C:19]=1[C:20]#[N:21] |f:1.2|. Reported procedure: MP-carbonate (2.64 mmol/g) (2.6 g, 6.80 mmol) was added to 3-hydrazinyl-2-methylpyridine hydrochloride (Intermediate V2) (362 mg, 2.27 mmol) in DCM (10 mL). The reaction mixture was stirred at room temperature for 6 hours. The reaction mixture was filtered and evaporated. 2-(Ethoxymethylene)malononitrile (277 mg, 2.27 mmol) was added to suspension of the above solid in MeOH (6 mL) under nitrogen cooled to −5° C. The reaction mixture was stirred at 0° C. for 30 mins and then allowed to warm to ro... Starting materials: C(C)(C)[Si](OCC1CCC(CC1)O)(C(C)C)C(C)C (4-(Triisopropylsilyloxymethyl)cyclohexanol), [Cr](=O)(=O)([O-])Cl.[NH+]1=CC=CC=C1 (pyridinium chlorochromate). Solvent: ClCCl (dichloromethane). Conditions: time 4 hour. The product is C(C)(C)[Si](OCC1CCC(CC1)=O)(C(C)C)C(C)C (4-(Triisopropylsilyloxymethyl)cyclohexanone). Isolated yield 84.6%. Reaction SMILES: [CH:1]([Si:4]([CH:17]([CH3:19])[CH3:18])([CH:14]([CH3:16])[CH3:15])[O:5][CH2:6][CH:7]1[CH2:12][CH2:11][CH:10]([OH:13])[CH2:9][CH2:8]1)([CH3:3])[CH3:2].[Cr](Cl)([O-])(=O)=O.[NH+]1C=CC=CC=1>ClCCl>[CH:17]([Si:4]([CH:1]([CH3:3])[CH3:2])([CH:14]([CH3:16])[CH3:15])[O:5][CH2:6][CH:7]1[CH2:12][CH2:11][C:10](=[O:13])[CH2:9][CH2:8]1)([CH3:18])[CH3:19] |f:1.2|. Procedure: To a solution of 15.5 g (54 mmol) of the alcohol from Step B in dichloromethane was added 20 g of Celite and 17.5 g (81 mmol) of pyridinium chlorochromate. The reaction mixture was stirred at room temperature for a 4 h period, and then filtered. The solids were washed with dichloromethane and the combined organic phases were concentrated. The residue was purified by flash chromatography on silica gel (15% ethyl acetate/hexane) to give 13 g (85%) of the title compound. 1H NMR (500 MHz, CDCl3) δ 3...